From a dataset of the Open Reaction Database (ORD), a public repository of structured organic reaction records. describe an organic reaction: reactants, conditions, products, and yield Starting materials: FC1=CC=C(CCC=2C=C(C(=O)OC)C=CN2)C=C1 (Methyl 2-(4-fluorophenethyl)isonicotinate). Reagents/catalysts: [Pt](=O)=O (platinum(IV) oxide). Solvent: C(C)(=O)O (acetic acid). Conditions: time 5 hour. The product is FC1=CC=C(CCC2NCCC(C2)C(=O)OC)C=C1 (Methyl 2-(4-fluorophenethyl)piperidine-4-carboxylate). The yield is 100.0%. RXN SMILES: [F:1][C:2]1[CH:19]=[CH:18][C:5]([CH2:6][CH2:7][C:8]2[CH:9]=[C:10]([CH:15]=[CH:16][N:17]=2)[C:11]([O:13][CH3:14])=[O:12])=[CH:4][CH:3]=1>C(O)(=O)C.[Pt](=O)=O>[F:1][C:2]1[CH:19]=[CH:18][C:5]([CH2:6][CH2:7][CH:8]2[CH2:9][CH:10]([C:11]([O:13][CH3:14])=[O:12])[CH2:15][CH2:16][NH:17]2)=[CH:4][CH:3]=1. Procedure: Methyl 2-(4-fluorophenethyl)isonicotinate (3.8 g, 14.66 mmol) dissolved in acetic acid (150 mL) and platinum(IV) oxide (0.25 g, 1.10 mmol) was added. The mixture was hydrogenated in a Büchi hydrogenation apparatus at 5 bar and room temperature for 5 h. The catalyst was removed by filtration and the solvent was evaporated. The residue was taken up in DCM and washed with satd NaHCO3. The organic phase was filtered through a phase separator and evaporated. Methyl 2-(4-fluorophenethyl)piperidine-4-c...